Dataset: the Open Reaction Database (ORD), a public repository of structured organic reaction records. Task: describe an organic reaction: reactants, conditions, products, and yield Starting materials: N(=O)[O-].[Na+] (sodium nitrite), OC=1C=C2C=NC=NC2=CC1 (6-hydroxy quinazolin), Cl (hydrochloric acid). Solvent: O (water). Conditions: time 1 hour. Yields the product N(=O)C1=C2C=NC=NC2=CC=C1O (5-nitroso 6-hydroxy quinazolin). As a reaction SMILES: [N:1]([O-:3])=O.[Na+].[OH:5][C:6]1[CH:7]=[C:8]2[C:13](=[CH:14][CH:15]=1)[N:12]=[CH:11][N:10]=[CH:9]2.Cl>O>[N:1]([C:7]1[C:6]([OH:5])=[CH:15][CH:14]=[C:13]2[C:8]=1[CH:9]=[N:10][CH:11]=[N:12]2)=[O:3] |f:0.1|. Procedure: During one hour and while stirring, a solution of 0.14 mole of sodium nitrite in 30 ml water is added to a cold solution (0°-5° C.) of 0.14 mole of 6-hydroxy quinazolin, 12 ml concentrated hydrochloric acid and 50 ml distilled water. Stirring is continued for one hour. The 5-nitroso 6-hydroxy quinazolin (formula IV) is thus obtained as a yellow precipitate, which is washed with water, then dried. The reagents and catalysts are [Pd] (palladium on carbon). The solvent is C(C)O (ethanol). Reaction SMILES: C([O:8][C:9]1[CH:10]=[C:11]2[C:16](=[CH:17][CH:18]=1)[O:15][C:14]([O:20][CH3:21])([CH3:19])[CH2:13][CH2:12]2)C1C=CC=CC=1.[H][H]>[Pd].C(O)C>[OH:8][C:9]1[CH:10]=[C:11]2[C:16](=[CH:17][CH:18]=1)[O:15][C:14]([O:20][CH3:21])([CH3:19])[CH2:13][CH2:12]2. Product: OC=1C=C2CCC(OC2=CC1)(C)OC ((±)-6-hydroxy-2-methoxy-2-methylchroman). Procedure: To a solution of the (±)-6-benzyloxy-2-methoxy-2-methylchroman prepared in Example 45 in 250 ml. of ethanol was added 2.5 g. of 10% palladium on carbon catalyst, and the resulting mixture was hydrogenated at atmospheric pressure and room temperature. After 9 hours, the uptake of hydrogen (3100 ml.) had ceased. The catalyst was removed by filtration and the filtrates were stripped of solvent at reduced pressure. Crystallization of the solid residue from ether-30°-60° petroleum ether gave (±)-6-hy... Reactants: C(C1=CC=CC=C1)OC=1C=C2CCC(OC2=CC1)(C)OC ((±)-6-benzyloxy-2-methoxy-2-methylchroman), [H][H] (hydrogen). Run at time 9 hour. Reactants: C(C)(C)(C)OC(=O)N1C(CC[C@H]1C(O[SiH2]C(C)(C)C)(C1=CC=CC=C1)C1=CC=CC=C1)=O ((5S)-5-(tert-Butyl-diphenyl-silanyloxymethyl)-2-oxo-pyrrolidine-1-carboxylic acid tert-butyl ester), [Li+].C[Si](C)(C)[N-][Si](C)(C)C (LHMDS), O(S(=O)(=O)C(F)(F)F)CC (ethyl triflate). Run in C1CCOC1 (THF). Conditions: time 45 minute. The product is C(C)(C)(C)OC(=O)N1C([C@@H](C[C@H]1C(O[SiH2]C(C)(C)C)(C1=CC=CC=C1)C1=CC=CC=C1)CC)=O ((3R, 5S)-5-(tert-Butyl-diphenyl-silanyloxymethyl)-3-ethyl-2-oxo-pyrrolidine-1-carboxylic acid tert-butyl ester). Isolated yield 90.0%. RXN SMILES: [C:1]([O:5][C:6]([N:8]1[C@H:12]([C:13]([C:26]2[CH:31]=[CH:30][CH:29]=[CH:28][CH:27]=2)([C:20]2[CH:25]=[CH:24][CH:23]=[CH:22][CH:21]=2)[O:14][SiH2:15][C:16]([CH3:19])([CH3:18])[CH3:17])[CH2:11][CH2:10][C:9]1=[O:32])=[O:7])([CH3:4])([CH3:3])[CH3:2].[Li+].C[Si]([N-][Si](C)(C)C)(C)C.O([CH2:51][CH3:52])S(C(F)(F)F)(=O)=O>C1COCC1>[C:1]([O:5][C:6]([N:8]1[C@H:12]([C:13]([C:26]2[CH:31]=[CH:30][CH:29]=[CH:28][CH:27]=2)([C:20]2[CH:21]=[CH:22][CH:23]=[CH:24][CH:25]=2)[O:14][SiH2:15][C:16]([CH3:19])([CH3:18])[CH3:17])[CH2:11][C@@H:10]([CH2:51][CH3:52])[C:9]1=[O:32])=[O:7])([CH3:2])([CH3:3])[CH3:4] |f:1.2|. Reported procedure: To a solution of (5S)-5-(tert-Butyl-diphenyl-silanyloxymethyl)-2-oxo-pyrrolidine-1-carboxylic acid tert-butyl ester (5.0 g, 11.0 mmol) in THF (50 mL) at −78° C. was added LHMDS (1.0 M in THF, 12.6 mL, 12.6 mmol). The mixture was stirred for 30 min before ethyl triflate (1.78 mL, 1.25 equiv.) was added. The reaction was stirred between −78° C. to −40° C. for 45 min. It was quenched with 5% citric acid at −50° C., extracted with ethyl acetate. The combined organic phases were washed with 5% NaHCO3... The reactants are BrC=1SC(=NN1)C (2-bromo-5-methyl-1,3,4-thiadiazole), N1CCC(CC1)CCO (4-piperidine ethanol), C([O-])([O-])=O.[K+].[K+] (potassium carbonate). Reaction conditions: temperature 120 celsius. Yields the product eluent, CC1=NN=C(S1)N1CCC(CC1)CCO (1-(5-methyl-1,3,4-thiadiazol-2-yl)-4-(2-hydroxyethyl)piperidine). Isolated yield 32.2%. As a reaction SMILES: Br[C:2]1[S:3][C:4]([CH3:7])=[N:5][N:6]=1.[NH:8]1[CH2:13][CH2:12][CH:11]([CH2:14][CH2:15][OH:16])[CH2:10][CH2:9]1.C(=O)([O-])[O-].[K+].[K+]>>[CH3:7][C:4]1[S:3][C:2]([N:8]2[CH2:13][CH2:12][CH:11]([CH2:14][CH2:15][OH:16])[CH2:10][CH2:9]2)=[N:6][N:5]=1 |f:2.3.4|. Reported procedure: A suspension containing 2-bromo-5-methyl-1,3,4-thiadiazole (Modarai, B., et al. J. Heterocyclic Chem. (1974) 11, 343-5) (100 mg, 0.56 mmol), 4-piperidine ethanol (87 mg, 0.67 mmol) and potassium carbonate (77 mg, 0.56 mmol) was heated overnight at 120° C. The reaction was cooled and the mixture partitioned between water (10 ml) and ethyl acetate (30 ml), then the organic layer was washed with brine, dried (Na2SO4) and concentrated. Chromatography of the residue on silica gel (8 g; eluent 2.5% me...